From a dataset of the Open Reaction Database (ORD), a public repository of structured organic reaction records. describe an organic reaction: reactants, conditions, products, and yield Reactants: CCOC(=O)Cn1ncc2c1CCCC2N(C)S(=O)(=O)c1cc(Br)cc(C(F)(F)F)c1, C=C(OCC)[Sn](CCCC)(CCCC)CCCC, CN(C)C=O, Cl, O=C(C=Cc1ccccc1)C=Cc1ccccc1, O=C(C=Cc1ccccc1)C=Cc1ccccc1, O=C(C=Cc1ccccc1)C=Cc1ccccc1, O, [Pd], [Pd], c1ccc([As](c2ccccc2)c2ccccc2)cc1. Yields the product CCOC(=O)Cn1ncc2c1CCCC2N(C)S(=O)(=O)c1cc(C(C)=O)cc(C(F)(F)F)c1. As a reaction SMILES: [CH2:1]([CH3:2])[O:3][C:4]([CH2:5][n:6]1[n:7][cH:8][c:9]2[c:14]1[CH2:13][CH2:12][CH2:11][CH:10]2[N:15]([CH3:16])[S:17](=[O:18])(=[O:19])[c:20]1[cH:21][c:22]([Br:30])[cH:23][c:24]([C:26]([F:27])([F:28])[F:29])[cH:25]1)=[O:31].[CH2:51]([CH3:52])[O:53][C:54]([Sn:55]([CH2:56][CH2:57][CH2:58][CH3:59])([CH2:60][CH2:61][CH2:62][CH3:63])[CH2:64][CH2:65][CH2:66][CH3:67])=[CH2:68].[CH3:70][N:71]([CH3:72])[CH:73]=[O:74].[ClH:69].[O:113]=[C:114]([CH:115]=[CH:116][c:117]1[cH:118][cH:119][cH:120][cH:121][cH:122]1)[CH:123]=[CH:124][c:125]1[cH:126][cH:127][cH:128][cH:129][cH:130]1.[O:77]=[C:78]([CH:79]=[CH:80][c:81]1[cH:82][cH:83][cH:84][cH:85][cH:86]1)[CH:87]=[CH:88][c:89]1[cH:90][cH:91][cH:92][cH:93][cH:94]1.[O:95]=[C:96]([CH:97]=[CH:98][c:99]1[cH:100][cH:101][cH:102][cH:103][cH:104]1)[CH:105]=[CH:106][c:107]1[cH:108][cH:109][cH:110][cH:111][cH:112]1.[OH2:131].[Pd:75].[Pd:76].[cH:32]1[cH:33][cH:34][c:35]([As:36]([c:37]2[cH:38][cH:39][cH:40][cH:41][cH:42]2)[c:43]2[cH:44][cH:45][cH:46][cH:47][cH:48]2)[cH:49][cH:50]1>>[CH2:1]([CH3:2])[O:3][C:4]([CH2:5][n:6]1[n:7][cH:8][c:9]2[c:14]1[CH2:13][CH2:12][CH2:11][CH:10]2[N:15]([CH3:16])[S:17](=[O:18])(=[O:19])[c:20]1[cH:21][c:22]([C:51]([CH3:52])=[O:53])[cH:23][c:24]([C:26]([F:27])([F:28])[F:29])[cH:25]1)=[O:31]. Reactants: NC=1SC=C(N1)C(C(=O)NC1[C@@H]2N(C(=C(CS2)C=C)C(=O)O)C1=O)=NO (7-[2-(2-aminothiazol-4-yl)-2-hydroxyiminoacetamido]-3-vinyl-3-cephem-4-carboxylic acid), Cl (hydrochloric acid). The solvent is O (water). Yields the product Cl.NC=1SC=C(N1)C(C(=O)NC1[C@@H]2N(C(=C(CS2)C=C)C(=O)O)C1=O)=NO (7-[2-(2-aminothiazol-4-yl)-2-hydroxyiminoacetamido]-3-vinyl-3-cephem-4-carboxylic acid hydrochloride). As a reaction SMILES: [NH2:1][C:2]1[S:3][CH:4]=[C:5]([C:7](=[N:25][OH:26])[C:8]([NH:10][CH:11]2[C:23](=[O:24])[N:13]3[C:14]([C:20]([OH:22])=[O:21])=[C:15]([CH:18]=[CH2:19])[CH2:16][S:17][C@H:12]23)=[O:9])[N:6]=1.[ClH:27]>O>[ClH:27].[NH2:1][C:2]1[S:3][CH:4]=[C:5]([C:7](=[N:25][OH:26])[C:8]([NH:10][CH:11]2[C:23](=[O:24])[N:13]3[C:14]([C:20]([OH:22])=[O:21])=[C:15]([CH:18]=[CH2:19])[CH2:16][S:17][C@H:12]23)=[O:9])[N:6]=1 |f:3.4|. Procedure: To a suspension of 7-[2-(2-aminothiazol-4-yl)-2-hydroxyiminoacetamido]-3-vinyl-3-cephem-4-carboxylic acid (syn isomer)(4.26 g) in water (26 ml) was added conc. hydrochloric acid (4.26 ml) at room temperature, then the mixture was stirred under ice-cooling for 1 hour. The solvent was removed by decantation and resultant oily precipitates were triturated with diethyl ether, acetone and n-hexane. The resultant powder was collected by filtration to give 7-[2-(2-aminothiazol-4-yl)-2-hydroxyiminoaceta... Reactants: [BH4-], CC(=O)c1c(C)c(NC(=O)NC(C)(C)C)c(C)c2c1OCC2c1ccc(C(C)C)cc1, CO, [Na+], O. Yields the product Cc1c(NC(=O)NC(C)(C)C)c(C)c2c(c1C(C)O)OCC2c1ccc(C(C)C)cc1. As a reaction SMILES: [BH4-:32].[C:1]([CH3:2])(=[O:3])[c:4]1[c:5]([CH3:31])[c:6]([NH:23][C:24](=[O:25])[NH:26][C:27]([CH3:28])([CH3:29])[CH3:30])[c:7]([CH3:22])[c:8]2[c:12]1[O:11][CH2:10][CH:9]2[c:13]1[cH:14][cH:15][c:16]([CH:19]([CH3:20])[CH3:21])[cH:17][cH:18]1.[CH3:34][OH:35].[Na+:33].[OH2:36]>>[CH:1]([CH3:2])([OH:3])[c:4]1[c:5]([CH3:31])[c:6]([NH:23][C:24](=[O:25])[NH:26][C:27]([CH3:28])([CH3:29])[CH3:30])[c:7]([CH3:22])[c:8]2[c:12]1[O:11][CH2:10][CH:9]2[c:13]1[cH:14][cH:15][c:16]([CH:19]([CH3:20])[CH3:21])[cH:17][cH:18]1. The reactants are [N+](=O)([O-])[O-].[Ce].[NH4+] (ammonium cerium nitrate), C(CCC)C=1NC(=C(N1)I)CO (2-Butyl-5-hydroxymethyl-4-iodo-imidazole). Solvent: O (water), C(C)(=O)OCC (ethyl acetate). Reaction conditions: time 8 hour. Yields the product C(CCC)C=1NC(=C(N1)I)C=O (2-Butyl-5-formyl-4-iodo-imidazole). The yield is 72.7%. RXN SMILES: [N+]([O-])([O-])=O.[Ce].[NH4+].[CH2:7]([C:11]1[NH:12][C:13]([CH2:17][OH:18])=[C:14]([I:16])[N:15]=1)[CH2:8][CH2:9][CH3:10]>O.C(OCC)(=O)C>[CH2:7]([C:11]1[NH:12][C:13]([CH:17]=[O:18])=[C:14]([I:16])[N:15]=1)[CH2:8][CH2:9][CH3:10] |f:0.1.2|. Procedure details: A solution of ammonium cerium nitrate (125 g; 228 mmol) in water (320 ml) was added to a solution of Example 28 (42 g crude; 95 mmol) in ethyl acetate (90 ml) and the mixture was stirred overnight. The aqueous phase was extracted three times with ethyl acetate, then rendered alkaline with NaHCO3 and extracted again with ethyl acetate. The combined organic phases were washed with 5% strength NaHCO3 solution and saturated sodium chloride solution, dried and concentrated. Silica gel chromatography ...